From a dataset of the Open Reaction Database (ORD), a public repository of structured organic reaction records. describe an organic reaction: reactants, conditions, products, and yield The reactants are N([C@@H](CO)C(=O)N[C@@H](CC(N)=O)C(=O)N[C@@H](CC(C)C)C(=O)N[C@@H](CO)C(=O)OC)C(=O)OC(C)(C)C (Boc-Ser-Asn-Leu-Ser-OMe), O.NN (hydrazine hydrate). Run at time 2 hour. The product is N([C@@H](CO)C(=O)N[C@@H](CC(N)=O)C(=O)N[C@@H](CC(C)C)C(=O)N[C@@H](CO)C(=O)NN)C(=O)OC(C)(C)C (Boc-Ser-Asn-Leu-Ser-NHNH2). RXN SMILES: [NH:1]([C:31]([O:33][C:34]([CH3:37])([CH3:36])[CH3:35])=[O:32])[C@H:2]([C:5]([NH:7][C@H:8]([C:13]([NH:15][C@H:16]([C:21]([NH:23][C@H:24]([C:27]([O:29]C)=O)[CH2:25][OH:26])=[O:22])[CH2:17][CH:18]([CH3:20])[CH3:19])=[O:14])[CH2:9][C:10](=[O:12])[NH2:11])=[O:6])[CH2:3][OH:4].O.[NH2:39][NH2:40]>>[NH:1]([C:31]([O:33][C:34]([CH3:36])([CH3:35])[CH3:37])=[O:32])[C@H:2]([C:5]([NH:7][C@H:8]([C:13]([NH:15][C@H:16]([C:21]([NH:23][C@H:24]([C:27]([NH:39][NH2:40])=[O:29])[CH2:25][OH:26])=[O:22])[CH2:17][CH:18]([CH3:20])[CH3:19])=[O:14])[CH2:9][C:10](=[O:12])[NH2:11])=[O:6])[CH2:3][OH:4] |f:1.2|. Procedure: 17 g of Boc-Ser-Asn-Leu-Ser-OMe are dissolved in 200 ml of hydrazine hydrate, stirred for 2 hours at 20°, and evaporated to dryness at 25°. The residue is washed with diethylether, dried, and the title compound is obtained. The reactants are CC=1C=C2C3=C(NC2=CC1)CC1CCCC3N1 (2-methyl-6,7,8,9,10,11-hexahydro-5H-7,11-epiminocycloocta[b]indole), C(#C)C1=CC(=CC=C1)C(F)(F)F (1-ethynyl-3-(trifluoromethyl)benzene). Product: CC=1C=C2C3=C(N(C2=CC1)\C=C/C1=CC(=CC=C1)C(F)(F)F)CC1CCCC3N1 (2-methyl-5-{(Z)-2-[3-(trifluoromethyl)phenyl]vinyl}-6,7,8,9,10,11-hexahydro-5H-7,11-epiminocycloocta[b]indole). Reaction SMILES: [CH3:1][C:2]1[CH:3]=[C:4]2[C:8](=[CH:9][CH:10]=1)[NH:7][C:6]1[CH2:11][CH:12]3[NH:17][CH:16]([C:5]2=1)[CH2:15][CH2:14][CH2:13]3.[C:18]([C:20]1[CH:25]=[CH:24][CH:23]=[C:22]([C:26]([F:29])([F:28])[F:27])[CH:21]=1)#[CH:19]>>[CH3:1][C:2]1[CH:3]=[C:4]2[C:8](=[CH:9][CH:10]=1)[N:7](/[CH:19]=[CH:18]\[C:20]1[CH:25]=[CH:24][CH:23]=[C:22]([C:26]([F:27])([F:28])[F:29])[CH:21]=1)[C:6]1[CH2:11][CH:12]3[NH:17][CH:16]([C:5]2=1)[CH2:15][CH2:14][CH2:13]3. Procedure: The coupling of 2-methyl-6,7,8,9,10,11-hexahydro-5H-7,11-epiminocycloocta[b]indole (1132 mg, 5.0 mmol; Example 118A) and 1-ethynyl-3-(trifluoromethyl)benzene (1701 mg, 10.0 mmol; Aldrich) was performed according to the procedure described in Example 20 to afford the title compound as the minor isomeric product: 1H NMR (300 MHz, methanol-d4) δ ppm 1.26-1.44 (m, J=27, 14, 4, 4 Hz, 1H), 1.46-1.58 (m, 1H), 1.67 (dd, J=15, 2 Hz, 1H), 1.86-2.18 (m, 3H), 2.40 (s, 3H), 2.68 (d, J=18 Hz, 1H), 3.24-3.31 (... RXN SMILES: [Br:1][C:2]1[C:12]([O:13][CH2:14][CH2:15][O:16][CH3:17])=[C:11]([S:18][CH3:19])[CH:10]=[CH:9][C:3]=1[C:4]([O:6]CC)=[O:5].[OH-].[K+]>O>[Br:1][C:2]1[C:12]([O:13][CH2:14][CH2:15][O:16][CH3:17])=[C:11]([S:18][CH3:19])[CH:10]=[CH:9][C:3]=1[C:4]([OH:6])=[O:5] |f:1.2|. The product is BrC1=C(C(=O)O)C=CC(=C1OCCOC)SC (2-bromo-3-(2-methoxyethoxy)-4-methylsulphenyl benzoic acid). Procedure details: Ethyl 2-bromo-3-(2-methoxyethoxy)-4-methylsulphenyl-benzoate (24.3 g) was added to a solution of potassium hydroxide (9.1 g) in water (25 ml) and industrial methylated spirits (300 ml). The resultant mixture was heated at reflux for 4 hours and then allowed to cool to room temperature overnight. The mixture was evaporated and the residue dissolved in water and washed with ether. The aqueous layer was acidified to pH 1 with 2M HCl and extracted with ethyl acetate. The ethyl acetate layer was wash... Starting materials: BrC1=C(C(=O)OCC)C=CC(=C1OCCOC)SC (Ethyl 2-bromo-3-(2-methoxyethoxy)-4-methylsulphenyl-benzoate), [OH-].[K+] (potassium hydroxide), resultant mixture. Solvent: O (water), industrial methylated spirits. Isolated yield 86.8%.